Dataset: the Open Reaction Database (ORD), a public repository of structured organic reaction records. Task: describe an organic reaction: reactants, conditions, products, and yield The reactants are O=C([O-])[O-], Cc1cc(O)ccc1COCCn1ccnn1, CCC(C)=O, FC(F)Oc1ccc(C=Cc2nc(CCl)co2)cc1, [Cs+], [Cs+], [I-], [K+]. Product: Cc1cc(OCc2coc(C=Cc3ccc(OC(F)F)cc3)n2)ccc1COCCn1ccnn1. As a reaction SMILES: [C:18](=[O:19])([O-:20])[O-:21].[CH3:1][c:2]1[cH:3][c:4]([OH:17])[cH:5][cH:6][c:7]1[CH2:8][O:9][CH2:10][CH2:11][n:12]1[n:13][n:14][cH:15][cH:16]1.[CH3:45][C:46](=[O:47])[CH2:48][CH3:49].[Cl:24][CH2:25][c:26]1[n:27][c:28]([CH:31]=[CH:32][c:33]2[cH:34][cH:35][c:36]([O:39][CH:40]([F:41])[F:42])[cH:37][cH:38]2)[o:29][cH:30]1.[Cs+:22].[Cs+:23].[I-:44].[K+:43]>>[CH3:1][c:2]1[cH:3][c:4]([O:17][CH2:25][c:26]2[n:27][c:28]([CH:31]=[CH:32][c:33]3[cH:34][cH:35][c:36]([O:39][CH:40]([F:41])[F:42])[cH:37][cH:38]3)[o:29][cH:30]2)[cH:5][cH:6][c:7]1[CH2:8][O:9][CH2:10][CH2:11][n:12]1[n:13][n:14][cH:15][cH:16]1. Starting materials: BrCC(=O)OC(C1=C(C=CC=C1)O)=O (bromoacetyl-2-hydroxybenzoate), CC(C)(C)NCC1=CC=CC=C1 (N-(1,1-dimethylethyl)benzenemethanamine), CC(C)(C)NCC(C=1C=CC(=C(C1)CO)O)O (Albuterol), C(C)(=O)C1=CC=CC=C1 (acetophenone). The product is methyl, CC(C)(C)N(CC1=CC=CC=C1)CC(=O)OC(C1=C(C=CC=C1)O)=O ([(1,1-dimethylethyl)(phenylmethyl)-amino]acetyl-2-hydroxybenzoate). Reaction SMILES: CC(NCC(O)C1C=CC(O)=C(CO)C=1)(C)C.C(C1C=CC=CC=1)(=O)C.Br[CH2:28][C:29]([O:31][C:32](=[O:40])[C:33]1[CH:38]=[CH:37][CH:36]=[CH:35][C:34]=1[OH:39])=[O:30].[CH3:41][C:42]([NH:45][CH2:46][C:47]1[CH:52]=[CH:51][CH:50]=[CH:49][CH:48]=1)([CH3:44])[CH3:43]>>[CH3:44][C:42]([N:45]([CH2:28][C:29]([O:31][C:32](=[O:40])[C:33]1[CH:38]=[CH:37][CH:36]=[CH:35][C:34]=1[OH:39])=[O:30])[CH2:46][C:47]1[CH:52]=[CH:51][CH:50]=[CH:49][CH:48]=1)([CH3:41])[CH3:43]. Procedure: Albuterol has been prepared, see Irish Patent Specification No. 31391, Aug. 9, 1972, starting from the appropriate acetophenone derivative methyl-5-(bromoacetyl-2-hydroxybenzoate, by condensation with N-(1,1-dimethylethyl)benzenemethanamine in the presence of base to form the ketonic ester, methyl-5[[(1,1-dimethylethyl)(phenylmethyl)-amino]acetyl-2-hydroxybenzoate. The ketonic ester is reduced with lithium aluminum hydride in tetrahydrofuran under nitrogen to yield α1-[[(1,1-dimethylethyl)-(phen... Reactants: FC1=C(C=CC=C1)[C@]([C@@H](C)N1C(N(C=C1)C1=CC=C(C=C1)N1N=NN=C1)=O)(COS(=O)(=O)C)O (1-[(1R,2S)-2-(2-Fluorophenyl)-2-hydroxy-3-methane-sulfonyloxy-1-methylpropyl]-3-[4-(1H-1-tetrazolyl)phenyl]-2(1H,3H)-imidazolone), N1N=CN=C1 (1H-1,2,4-triazole), C([O-])([O-])=O.[K+].[K+] (potassium carbonate). Solvent: CN(C=O)C (dimethylformamide), C(C)(=O)OCC (ethyl acetate). Reaction conditions: temperature 50 celsius. Product: FC1=C(C=CC=C1)[C@]([C@@H](C)N1C(N(C=C1)C1=CC=C(C=C1)N1N=NN=C1)=O)(CN1N=CN=C1)O (1-[(1R,2R)-2-(2-Fluorophenyl)-2-hydroxy-1-methyl-3-(1H-1,2,4-triazol-1-yl)propyl]-3-[4-(1H-1-tetrazolyl)phenyl]-2(1H,3H)-imidazolone). The yield is 34.4%. As a reaction SMILES: [F:1][C:2]1[CH:7]=[CH:6][CH:5]=[CH:4][C:3]=1[C@@:8]([OH:34])([CH2:28]OS(C)(=O)=O)[C@H:9]([N:11]1[CH:15]=[CH:14][N:13]([C:16]2[CH:21]=[CH:20][C:19]([N:22]3[CH:26]=[N:25][N:24]=[N:23]3)=[CH:18][CH:17]=2)[C:12]1=[O:27])[CH3:10].[NH:35]1[CH:39]=[N:38][CH:37]=[N:36]1.C(=O)([O-])[O-].[K+].[K+]>CN(C)C=O.C(OCC)(=O)C>[F:1][C:2]1[CH:7]=[CH:6][CH:5]=[CH:4][C:3]=1[C@@:8]([OH:34])([CH2:28][N:35]1[CH:39]=[N:38][CH:37]=[N:36]1)[C@H:9]([N:11]1[CH:15]=[CH:14][N:13]([C:16]2[CH:17]=[CH:18][C:19]([N:22]3[CH:26]=[N:25][N:24]=[N:23]3)=[CH:20][CH:21]=2)[C:12]1=[O:27])[CH3:10] |f:2.3.4|. Reported procedure: 1-[(1R,2S)-2-(2-Fluorophenyl)-2-hydroxy-3-methane-sulfonyloxy-1-methylpropyl]-3-[4-(1H-1-tetrazolyl)phenyl]-2(1H,3H)-imidazolone (200 mg) was dissolved in dimethylformamide (10 ml), to which 1H-1,2,4-triazole (83 mg) and potassium carbonate (168 mg) were added, and the mixture was heated at 50° C. for 20 hours. The reaction solution was diluted with ethyl acetate (30 ml), washed with water (15 ml), 1N-hydrochloric acid (15 ml×2) and a saturated aqueous solution of sodium chloride (15 ml). The or... Reactants: C(CCCCCCC)C=1C(=NC(=NC1Cl)C1=CC=C(C=C1)OCCCCC[C@H](CC)C)Cl ((s)-5-n-octyl-2-[4-(6-methyloctyloxy)phenyl]-4,6-dichloro-pyrimidine), [O-2].[Mg+2] (magnesium oxide), C(C)O (ethanol). The reagents and catalysts are [C].[Pd] (palladium-carbon). Solvent: O (water). Product: C(CCCCCCC)C=1C=NC(=NC1)C1=CC=C(C=C1)OCCCCC[C@H](CC)C ((s)-5-n-octyl-2-[4-(6-methyloctyloxy)phenyl]-pyrimidine). Reaction SMILES: [CH2:1]([C:9]1[C:10](Cl)=[N:11][C:12]([C:16]2[CH:21]=[CH:20][C:19]([O:22][CH2:23][CH2:24][CH2:25][CH2:26][CH2:27][C@@H:28]([CH3:31])[CH2:29][CH3:30])=[CH:18][CH:17]=2)=[N:13][C:14]=1Cl)[CH2:2][CH2:3][CH2:4][CH2:5][CH2:6][CH2:7][CH3:8].[O-2].[Mg+2].C(O)C>[C].[Pd].O>[CH2:1]([C:9]1[CH:14]=[N:13][C:12]([C:16]2[CH:21]=[CH:20][C:19]([O:22][CH2:23][CH2:24][CH2:25][CH2:26][CH2:27][C@@H:28]([CH3:31])[CH2:29][CH3:30])=[CH:18][CH:17]=2)=[N:11][CH:10]=1)[CH2:2][CH2:3][CH2:4][CH2:5][CH2:6][CH2:7][CH3:8] |f:1.2,4.5|. Reported procedure: Pour 1.88 g of optically active (s)-5-n-octyl-2-[4-(6-methyloctyloxy)phenyl]-4,6-dichloro-pyrimidine, 0.4 g of 10% palladium-carbon, 0.55 g of magnesium oxide, 60 ml of ethanol, and 45 ml of water, into a 200 ml flask, then add hydrogen under oil bath conditions at 50° C., until the logical amount of hydrogen has been absorbed. The catalyst is filtered and separated, then ether is extracted. After the ether layer is washed with water and with saturated salt water, and dried, the ether is evapora... The reactants are COC1=C2C=CC=C(C2=CC=C1)NC (5-methoxynaphthalen-1-yl-methylamine), CC(CC=O)C (3-methylbutyraldehyde), C(C)(=O)O (acetic acid), [BH-](OC(=O)C)(OC(=O)C)OC(=O)C.[Na+] (NaBH(OAc)3), C(=O)(O)[O-].[Na+] (NaHCO3), mixture, CCOC(=O)C (EtOAc). The solvent is C(Cl)Cl (DCM). Reaction conditions: time 48 hour. Yields the product COC1=C2C=CC=C(C2=CC=C1)CN(CCC(C)C)CCC(C)C ((5-Methoxynaphthalen-1-ylmethyl)-bis-(3-methylbutyl)amine). RXN SMILES: CO[C:3]1[CH:12]=[CH:11][CH:10]=[C:9]2[C:4]=1[CH:5]=[CH:6]C=[C:8]2[NH:13][CH3:14].[CH3:15][CH:16]([CH3:20])[CH2:17]C=O.[C:21](O)(=O)[CH3:22].[BH-](O[C:35]([CH3:37])=O)(OC(C)=O)OC(C)=O.[Na+].[C:39]([O-])(O)=O.[Na+].C[CH2:45][O:46][C:47]([CH3:49])=O>C(Cl)Cl>[CH3:45][O:46][C:47]1[CH:49]=[CH:6][CH:5]=[C:4]2[C:3]=1[CH:12]=[CH:11][CH:10]=[C:9]2[CH2:8][N:13]([CH2:35][CH2:37][CH:21]([CH3:22])[CH3:39])[CH2:14][CH2:15][CH:16]([CH3:20])[CH3:17] |f:3.4,5.6|. Procedure details: To a solution of 5-methoxynaphthalen-1-yl-methylamine (Preparation 12) (1.83 g, 9.80 mmol) in DCM (100 mL) was added 3-methylbutyraldehyde (1.26 mL, 11.8 mmol), acetic acid (0.6 mL, 10.5 mmol) and NaBH(OAc)3 (3.2 g, 15.1 mmol). The mixture was stirred for 48 h at rt. Following the addition of EtOAc (200 mL) and NaHCO3 solution (200 mL the mixture was stirred for 1 h. The organic phase was separated, washed with brine and dried (MgSO4). Solvent was removed in vacuo and the residue purified by col... The reactants are C1(=CC=CC=C1)NC1CCN(CC1)C(=O)OC(C)(C)C (tert-butyl 4-(phenylamino)piperidine-1-carboxylate), IC1=CC(=CC=C1)C(F)(F)F (1-iodo-3-(trifluoromethyl)benzene), CC(C)([O-])C.[K+] (potassium tert-butoxide), solution, O1CCCC1 (tetrahydrofuran). The reagents and catalysts are C(C)(=O)[O-].[Pd+2].C(C)(=O)[O-] (palladium(ii) acetate), C1(=CC=CC=C1)P(C1=C(C2=CC=CC=C2C=C1)C1=C(C=CC2=CC=CC=C12)P(C1=CC=CC=C1)C1=CC=CC=C1)C1=CC=CC=C1 (rac-2,2′-bis(diphenylphosphino)-1,1′-binaphthyl). Run in CCOC(=O)C (EtOAc), C1(=CC=CC=C1)C (toluene). Reaction conditions: temperature 110 celsius, time 8 hour. Product: C1(=CC=CC=C1)N(C1CCNCC1)C1=CC(=CC=C1)C(F)(F)F (N-phenyl-N-(3-(trifluoromethyl)phenyl)piperidin-4-amine). Isolated yield 58.5%. RXN SMILES: [C:1]1([NH:7][CH:8]2[CH2:13][CH2:12][N:11](C(OC(C)(C)C)=O)[CH2:10][CH2:9]2)[CH:6]=[CH:5][CH:4]=[CH:3][CH:2]=1.I[C:22]1[CH:27]=[CH:26][CH:25]=[C:24]([C:28]([F:31])([F:30])[F:29])[CH:23]=1.CC(C)([O-])C.[K+].O1CCCC1>C1(C)C=CC=CC=1.CCOC(C)=O.C([O-])(=O)C.[Pd+2].C([O-])(=O)C.C1(P(C2C=CC=CC=2)C2C=CC3C(=CC=CC=3)C=2C2C3C(=CC=CC=3)C=CC=2P(C2C=CC=CC=2)C2C=CC=CC=2)C=CC=CC=1>[C:1]1([N:7]([C:22]2[CH:27]=[CH:26][CH:25]=[C:24]([C:28]([F:31])([F:30])[F:29])[CH:23]=2)[CH:8]2[CH2:13][CH2:12][NH:11][CH2:10][CH2:9]2)[CH:6]=[CH:5][CH:4]=[CH:3][CH:2]=1 |f:2.3,7.8.9|. Procedure: A mixture of tert-butyl 4-(phenylamino)piperidine-1-carboxylate (2.30 g, 8 mmol), 1-iodo-3-(trifluoromethyl)benzene (1 ml, 8 mmol), palladium(ii) acetate (0.07 g, 0.3 mmol), rac-2,2′-bis(diphenylphosphino)-1,1′-binaphthyl (0.2 g, 0.3 mmol), and potassium tert-butoxide, 1.0M solution in tetrahydrofuran (1 ml, 10 mmol) in toluene (20 mL) was heated at 110° C. for 18 h. The reaction mixture was diluted with EtOAc, filtered, washed with 1N NaOH and brine, and the organic layer was concentrated under... The reactants are CNC(CC=1N2C(SC1)=C(C(C2)C)C(=O)OC(C)C)=O (N-methyl-(7-isopropoxycarbonyl-6-methyl-5,6- dihydropyrrolo[2,1-b]thiazol-3-yl)acetamide), C1CCC2=NCCCN2CC1 (1,8-diazabicyclo[5.4.0]-7-undecene). Run in C(Cl)(Cl)Cl (chloroform), CO (methanol). Run at temperature 20 celsius, time 15 hour. Product: CNC(C=C1N2C(SC1)=C(C(C2)C)C(=O)OC(C)C)=O (N-Methyl-(7-isopropoxycarbonyl-6-methyl-2,3,5,6-tetrahydropyrrolo[2,1-b]thiazol-3-ylidene)acetamide). Isolated yield 75.0%. RXN SMILES: [CH3:1][NH:2][C:3](=[O:20])[CH2:4][C:5]1[N:6]2[CH2:12][CH:11]([CH3:13])[C:10]([C:14]([O:16][CH:17]([CH3:19])[CH3:18])=[O:15])=[C:7]2[S:8][CH:9]=1.C1CCN2C(=NCCC2)CC1>C(Cl)(Cl)Cl.CO>[CH3:1][NH:2][C:3](=[O:20])[CH:4]=[C:5]1[CH2:9][S:8][C:7]2=[C:10]([C:14]([O:16][CH:17]([CH3:19])[CH3:18])=[O:15])[CH:11]([CH3:13])[CH2:12][N:6]12. Reported procedure: 2.0 g of N-methyl-(7-isopropoxycarbonyl-6-methyl-5,6- dihydropyrrolo[2,1-b]thiazol-3-yl)acetamide was dissolved in a solvent mixture of 60 ml of chloroform and 6 ml of methanol. 0.3 g of 1,8-diazabicyclo[5.4.0]-7-undecene was added thereto and the mixture was stirred at 20° C. for 15 hours. The reaction mixture was then washed with 20 ml of 5% aqueous acetic acid, a 0.5% aqueous solution of sodium hydrogencarbonate and a saturated aqueous solution of sodium chloride. The chloroform layer was dri... The reactants are ClC=1C=C(C=CC1OC(C)C)C=1SC(=NN1)C1=C(C(=CC=C1)\C=C\OC)CC (2-{3-chloro-4-[(1-methylethyl)oxy]phenyl}-5-{2-ethyl-3-[(E)-2-(methyloxy)ethenyl]phenyl}-1,3,4-thiadiazole), Cl.O (HCl water). The solvent is O1CCCC1 (tetrahydrofuran). Conditions: temperature 70 celsius, time 4 hour. Yields the product crude product, ClC=1C=C(C=CC1OC(C)C)C1=NN=C(S1)C=1C(=C(C=CC1)CC=O)CC ([3-(5-{3-chloro-4-[(1-methylethyl)oxy]phenyl}-1,3,4-thiadiazol-2-yl)-2-ethylphenyl]acetaldehyde). The yield is 100.4%. Reaction SMILES: [Cl:1][C:2]1[CH:3]=[C:4]([C:12]2[S:13][C:14]([C:17]3[CH:22]=[CH:21][CH:20]=[C:19](/[CH:23]=[CH:24]/[O:25]C)[C:18]=3[CH2:27][CH3:28])=[N:15][N:16]=2)[CH:5]=[CH:6][C:7]=1[O:8][CH:9]([CH3:11])[CH3:10].Cl.O>O1CCCC1>[Cl:1][C:2]1[CH:3]=[C:4]([C:12]2[S:13][C:14]([C:17]3[C:18]([CH2:27][CH3:28])=[C:19]([CH2:23][CH:24]=[O:25])[CH:20]=[CH:21][CH:22]=3)=[N:15][N:16]=2)[CH:5]=[CH:6][C:7]=1[O:8][CH:9]([CH3:11])[CH3:10] |f:1.2|. Procedure: To a solution of 2-{3-chloro-4-[(1-methylethyl)oxy]phenyl}-5-{2-ethyl-3-[(E)-2-(methyloxy)ethenyl]phenyl}-1,3,4-thiadiazole (D14) (100 mg) in tetrahydrofuran (THF) (15 mL) stirred under nitrogen at room temperature was added 2M HCl/water (0.3 mL). The reaction mixture was stirred at 70° C. for 4 h. The reaction mixture was concentrated to afford the crude product [3-(5-{3-chloro-4-[(1-methylethyl)oxy]phenyl}-1,3,4-thiadiazol-2-yl)-2-ethylphenyl]acetaldehyde (D15) (97 mg). MS (ES): C21H21ClN2O2S ...